From a dataset of the Open Reaction Database (ORD), a public repository of structured organic reaction records. describe an organic reaction: reactants, conditions, products, and yield RXN SMILES: [C:5](=[O:6])([O-:7])[O-:8].[CH2:16]([CH2:17][CH3:18])[c:19]1[cH:20][c:21]([OH:25])[cH:22][cH:23][cH:24]1.[CH3:11][N:12]([CH3:13])[CH:14]=[O:15].[CH3:1][O:2][CH2:3][Cl:4].[K+:10].[K+:9].[OH2:26]>>[CH3:1][O:2][CH2:3][O:25][c:21]1[cH:20][c:19]([CH2:16][CH2:17][CH3:18])[cH:24][cH:23][cH:22]1. Yields the product CCCc1cccc(OCOC)c1. Reactants: O=C([O-])[O-], CCCc1cccc(O)c1, CN(C)C=O, COCCl, [K+], [K+], O. Starting materials: C(CCC)[Sn](CCCC)(CCCC)Cl (tributyltin chloride), C(C=C)N1C(=NC=C1)C=1SC=CC1C1=C(C=C(C=C1)Cl)Cl (1-allyl-2-[3-(2,4-dichlorophenyl)-2-thienyl]-1H-imidazole), C(CCC)[Li] (n-butyllithium), CCCCCC (Hexane). Run in C1CCOC1 (THF), C1CCOC1 (THF). Run at time 30 minute. Yields the product C(C=C)N1C(=NC=C1)C=1SC(=CC1C1=C(C=C(C=C1)Cl)Cl)[Sn](CCCC)(CCCC)CCCC (1-allyl-2-[3-(2,4-dichlorophenyl)-5-(tributylstannyl)-2-thienyl]-1H-imidazole). The yield is 55.5%. RXN SMILES: [CH2:1]([N:4]1[CH:8]=[CH:7][N:6]=[C:5]1[C:9]1[S:10][CH:11]=[CH:12][C:13]=1[C:14]1[CH:19]=[CH:18][C:17]([Cl:20])=[CH:16][C:15]=1[Cl:21])[CH:2]=[CH2:3].C([Li])CCC.CCCCCC.[CH2:33]([Sn:37](Cl)([CH2:42][CH2:43][CH2:44][CH3:45])[CH2:38][CH2:39][CH2:40][CH3:41])[CH2:34][CH2:35][CH3:36]>C1COCC1>[CH2:1]([N:4]1[CH:8]=[CH:7][N:6]=[C:5]1[C:9]1[S:10][C:11]([Sn:37]([CH2:38][CH2:39][CH2:40][CH3:41])([CH2:42][CH2:43][CH2:44][CH3:45])[CH2:33][CH2:34][CH2:35][CH3:36])=[CH:12][C:13]=1[C:14]1[CH:19]=[CH:18][C:17]([Cl:20])=[CH:16][C:15]=1[Cl:21])[CH:2]=[CH2:3]. Procedure details: To a stirred solution of 1-allyl-2-[3-(2,4-dichlorophenyl)-2-thienyl]-1H-imidazole (3.40 g, 10.1 mmol) in THF (80 mL) was added dropwise 2.50 M of n-butyllithium in Hexane (4.46 mL, 11.2 mmol) at −78° C. and the resulting solution was stirred for 30 min. A solution of tributyltin chloride (3.44 mL, 12.7 mmol) in THF (40.0 mL) was added dropwise into the cold solution and then the resulting mixture was stirred for 1 hr at −78° C. The reaction mixture was quenched by addition of water (150 ml) and... The reactants are CN1C=CC2=NC(=C(C=C21)C2=CC=NN2C)[C@H](C)N ((S)-1-(1-Methyl-6-(1-methyl-1H-pyrazol-5-yl)-1H-pyrrolo[3,2-b]pyridin-5-yl)ethanamine), ClC1=NC=C(C(=N1)Cl)F (2,4-dichloro-5-fluoropyrimidine), C(C)N(C(C)C)C(C)C (N-ethyl-N-isopropylpropan-2-amine). Solvent: C(C)#N (acetonitrile). Conditions: temperature 120 celsius. Yields the product ClC1=NC=C(C(=N1)N[C@@H](C)C1=C(C=C2C(=N1)C=CN2C)C2=CC=NN2C)F ((S)-2-Chloro-5-fluoro-N-(1-(1-methyl-6-(1-methyl-1H-pyrazol-5-yl)-1H-pyrrolo[3,2-b]pyridin-5-yl)ethyl)pyrimidin-4-amine). Yield: 99.9%. As a reaction SMILES: [CH3:1][N:2]1[C:10]2[C:5](=[N:6][C:7]([C@@H:17]([NH2:19])[CH3:18])=[C:8]([C:11]3[N:15]([CH3:16])[N:14]=[CH:13][CH:12]=3)[CH:9]=2)[CH:4]=[CH:3]1.[Cl:20][C:21]1[N:26]=[C:25](Cl)[C:24]([F:28])=[CH:23][N:22]=1.C(N(C(C)C)C(C)C)C>C(#N)C>[Cl:20][C:21]1[N:26]=[C:25]([NH:19][C@H:17]([C:7]2[N:6]=[C:5]3[CH:4]=[CH:3][N:2]([CH3:1])[C:10]3=[CH:9][C:8]=2[C:11]2[N:15]([CH3:16])[N:14]=[CH:13][CH:12]=2)[CH3:18])[C:24]([F:28])=[CH:23][N:22]=1. Reported procedure: (S)-1-(1-Methyl-6-(1-methyl-1H-pyrazol-5-yl)-1H-pyrrolo[3,2-b]pyridin-5-yl)ethanamine (90 mg, 0.353 mmol), 2,4-dichloro-5-fluoropyrimidine (88 mg, 0.529 mmol), and N-ethyl-N-isopropylpropan-2-amine (190 μL, 1.058 mmol) were combined in acetonitrile (500 μL). The reaction mixture was heated to 120° C. in a microwave reactor for 1 hour. After removal of solvent, the residue was diluted with MeOH and dichloromethane, and was purified by preparative HPLC, eluting with a gradient of 15-25% ACN in H2O...